Task: describe an organic reaction: reactants, conditions, products, and yield. Dataset: the Open Reaction Database (ORD), a public repository of structured organic reaction records The product is c1ccc(-n2ncc3c2CCCC3CCN2CCCCCC2)cc1. RXN SMILES: [Al+3:27].[CH2:35]1[O:36][CH2:37][CH2:38][CH2:39]1.[H-:26].[H-:29].[H-:30].[H-:31].[Li+:28].[Na+:34].[OH-:33].[OH2:32].[c:1]1(-[n:7]2[n:8][cH:9][c:10]3[c:15]2[CH2:14][CH2:13][CH2:12][CH:11]3[CH2:16][C:17](=[O:18])[N:19]2[CH2:20][CH2:21][CH2:22][CH2:23][CH2:24][CH2:25]2)[cH:2][cH:3][cH:4][cH:5][cH:6]1>>[c:1]1(-[n:7]2[n:8][cH:9][c:10]3[c:15]2[CH2:14][CH2:13][CH2:12][CH:11]3[CH2:16][CH2:17][N:19]2[CH2:20][CH2:21][CH2:22][CH2:23][CH2:24][CH2:25]2)[cH:2][cH:3][cH:4][cH:5][cH:6]1. Starting materials: [Al+3], C1CCOC1, [H-], [H-], [H-], [H-], [Li+], [Na+], [OH-], O, O=C(CC1CCCc2c1cnn2-c1ccccc1)N1CCCCCC1. Reactants: Cn1c2ccccc2c2ccc3c(c21)CCNC3, CC(C)Oc1ccc(S(C)(=O)=O)cc1C(=O)O. Product: CC(C)Oc1ccc(S(C)(=O)=O)cc1C(=O)N1CCc2c(ccc3c4ccccc4n(C)c23)C1. Reaction SMILES: [CH3:1][n:2]1[c:3]2[cH:4][cH:5][cH:6][cH:7][c:8]2[c:9]2[cH:10][cH:11][c:12]3[c:13]([c:14]12)[CH2:15][CH2:16][NH:17][CH2:18]3.[CH:19]([CH3:20])([CH3:21])[O:22][c:23]1[c:24]([C:25](=[O:26])[OH:27])[cH:28][c:29]([S:32](=[O:33])(=[O:34])[CH3:35])[cH:30][cH:31]1>>[CH3:1][n:2]1[c:3]2[cH:4][cH:5][cH:6][cH:7][c:8]2[c:9]2[cH:10][cH:11][c:12]3[c:13]([c:14]12)[CH2:15][CH2:16][N:17]([C:25]([c:24]1[c:23]([O:22][CH:19]([CH3:20])[CH3:21])[cH:31][cH:30][c:29]([S:32](=[O:33])(=[O:34])[CH3:35])[cH:28]1)=[O:26])[CH2:18]3. Starting materials: Cl.C(CC1=CC=CC=C1)N (Phenethylamine hydrochloride), [S-]C#N.[NH4+] (ammonium thiocyanate), Cl.C(CC1=CC=CC=C1)N (phenethylamine hydrochloride). Run in O (water), BrC1=CC=CC=C1 (bromobenzene). Yields the product C(CC1=CC=CC=C1)NC(=S)N (N-phenethylthiourea). Isolated yield 89.0%. As a reaction SMILES: Cl.[CH2:2]([NH2:10])[CH2:3][C:4]1[CH:9]=[CH:8][CH:7]=[CH:6][CH:5]=1.[S-:11][C:12]#[N:13].[NH4+]>BrC1C=CC=CC=1.O>[CH2:2]([NH:10][C:12]([NH2:13])=[S:11])[CH2:3][C:4]1[CH:9]=[CH:8][CH:7]=[CH:6][CH:5]=1 |f:0.1,2.3|. Reported procedure: Phenethylamine hydrochloride (257 grams, 1.63 moles) and ammonium thiocyanate (123.6 grams, 1.63 moles) were heated to 160° C. in 340 ml bromobenzene under nitrogen. After heating for 90 minutes, the mixture was cooled to room temperature and then to 5° C. This procedure was repeated with a further batch of 257 grams of phenethylamine hydrochloride. The combined solids obtained in the above reaction were stirred in 1.5 l water and filtered. Recrystallization from isopropyl alcohol yielded 261.5 ... Starting materials: CN1C(N(C(C1)=O)C)=N (1,3-dimethyl-2-iminoimidazolidin-4-one), CC1=C(C(=CC=C1)C)N=C=O (2,6-dimethylphenylisocyanate). Run in O1CCCC1 (tetrahydrofuran). The product is CN1C(N(C(C1)=O)C)=NC(=O)NC1=C(C=CC=C1C)C (1-(1,3-dimethyl-4-oxo-2-imidazolidinylidene)-3-(2,6-dimethylphenyl) urea). As a reaction SMILES: [CH3:1][N:2]1[CH2:6][C:5](=[O:7])[N:4]([CH3:8])[C:3]1=[NH:9].[CH3:10][C:11]1[CH:16]=[CH:15][CH:14]=[C:13]([CH3:17])[C:12]=1[N:18]=[C:19]=[O:20]>O1CCCC1>[CH3:1][N:2]1[CH2:6][C:5](=[O:7])[N:4]([CH3:8])[C:3]1=[N:9][C:19]([NH:18][C:12]1[C:11]([CH3:10])=[CH:16][CH:15]=[CH:14][C:13]=1[CH3:17])=[O:20]. Procedure: A mixture of 6.35 g (0.050 mole) of 1,3-dimethyl-2-iminoimidazolidin-4-one and 7.25 g (0.050 mole) of 2,6-dimethylphenylisocyanate in 75 ml. of dry tetrahydrofuran is stirred at room temperature for two hours followed by refluxing it for thirty minutes. The reaction mixture is evaporated in vacuo to give a solid, which is crystallized from tetrahydrofuran-ether. Two more recrystallizations from the same solvent mixture gives pure product, 1-(1,3-dimethyl-4-oxo-2-imidazolidinylidene)-3-(2,6-dimet... Starting materials: OC=1C=C(C(=O)OC)C=C(C1)O[C@@H]1COCC1 (methyl 3-hydroxy-5-[(3S)-tetrahydrofuran-3-yloxy]benzoate), C([O-])([O-])=O.[K+].[K+] (potassium carbonate), N1(CCC1)C(=O)C=1C=C(C(=NC1)Cl)Cl (5-(azetidin-1-ylcarbonyl)-2,3-dichloropyridine). The solvent is CC(=O)N(C)C (DMA), C(C)(=O)OCC (ethyl acetate). Product: N1(CCC1)C(=O)C=1C=C(C(=NC1)OC=1C=C(C(=O)OC)C=C(C1)O[C@@H]1COCC1)Cl (Methyl 3-{[5-(azetidin-1-ylcarbonyl)-3-chloropyridin-2-yl]oxy}-5-[(3S)-tetrahydrofuran-3-yloxy]benzoate). Isolated yield 82.5%. As a reaction SMILES: [OH:1][C:2]1[CH:3]=[C:4]([CH:9]=[C:10]([O:12][C@H:13]2[CH2:17][CH2:16][O:15][CH2:14]2)[CH:11]=1)[C:5]([O:7][CH3:8])=[O:6].C(=O)([O-])[O-].[K+].[K+].[N:24]1([C:28]([C:30]2[CH:31]=[C:32]([Cl:37])[C:33](Cl)=[N:34][CH:35]=2)=[O:29])[CH2:27][CH2:26][CH2:25]1>CC(N(C)C)=O.C(OCC)(=O)C>[N:24]1([C:28]([C:30]2[CH:31]=[C:32]([Cl:37])[C:33]([O:1][C:2]3[CH:3]=[C:4]([CH:9]=[C:10]([O:12][C@H:13]4[CH2:17][CH2:16][O:15][CH2:14]4)[CH:11]=3)[C:5]([O:7][CH3:8])=[O:6])=[N:34][CH:35]=2)=[O:29])[CH2:27][CH2:26][CH2:25]1 |f:1.2.3|. Procedure details: A solution of methyl 3-hydroxy-5-[(3S)-tetrahydrofuran-3-yloxy]benzoate (2.5 g, 10.5 mmol), potassium carbonate (2.9 g, 21.0 mmol) and 5-(azetidin-1-ylcarbonyl)-2,3-dichloropyridine (2.9 g, 12.6 mmol) in DMA (25 mL) was heated at 120° C. for 5 hours. The solution was diluted with ethyl acetate (150 mL), washed with water (3×50 mL), brine (20 mL), dried (MgSO4), filtered and the solvent removed in vacuo. The residue was purified by chromatography on silica, eluting with 20-50% ethyl acetate in is... Reactants: S1C(N=NC=C1)=O.CN1CCCC2=CC(=CC=C12)C1=NNCSC1C (5-[1-methyl-1,2,3,4-tetrahydroquinol-6-yl]-6-methyl-3,6-dihydro-2H-1,3,4-thiadiazin-2 H-1,3,4-thiadiazin-2-one), C12(C(CC(CC1)C2(C)C)C(=O)Cl)C ((+)-camphanic acid chloride). Product: C12(C(CC(CC1)C2(C)C)C(=O)N2C(SC(C(=N2)C=2C=C1CCCN(C1=CC2)C)C)=O)C (3- [(+)-camphanoyl]-5-(1-methyl-1,2,3, 4-tetrahydroquinol-6-yl)-6-methyl-3,6-dihydro-2H-1,3,4-thiadiazin-2-one). Reaction SMILES: S1C=CN=NC1=[O:7].[CH3:8][N:9]1[C:18]2[C:13](=[CH:14][C:15]([C:19]3[CH:24]([CH3:25])[S:23][CH2:22][NH:21][N:20]=3)=[CH:16][CH:17]=2)[CH2:12][CH2:11][CH2:10]1.[C:26]12([CH3:38])[C:32]([CH3:34])([CH3:33])[CH:29]([CH2:30][CH2:31]1)[CH2:28][CH:27]2[C:35](Cl)=[O:36]>>[C:26]12([CH3:38])[C:32]([CH3:34])([CH3:33])[CH:29]([CH2:30][CH2:31]1)[CH2:28][CH:27]2[C:35]([N:21]1[N:20]=[C:19]([C:15]2[CH:14]=[C:13]3[C:18](=[CH:17][CH:16]=2)[N:9]([CH3:8])[CH2:10][CH2:11][CH2:12]3)[CH:24]([CH3:25])[S:23][C:22]1=[O:7])=[O:36] |f:0.1|. Procedure details: Analogously to Example 1, the racemic mixture of 5-[1-methyl-1,2,3,4-tetrahydroquinol-6-yl]-6-methyl-3,6-dihydro-2H-1,3,4-thiadiazin-2 H-1,3,4-thiadiazin-2-one (m.p. 177°) is reacted with (+)-camphanic acid chloride to give 3- [(+)-camphanoyl]-5-(1-methyl-1,2,3, 4-tetrahydroquinol-6-yl)-6-methyl-3,6-dihydro-2H-1,3,4-thiadiazin-2-one as a mixture of diastereoisomers. Starting materials: CCOC(C)=O, CCCCCC, Cc1cnc(CO)c(C)c1, ClCCl, O=[Mn]=O. Product: Cc1cnc(C=O)c(C)c1. RXN SMILES: [CH3:11][CH2:12][O:13][C:14]([CH3:15])=[O:16].[CH3:17][CH2:18][CH2:19][CH2:20][CH2:21][CH3:22].[CH3:1][c:2]1[c:3]([CH2:9][OH:10])[n:4][cH:5][c:6]([CH3:8])[cH:7]1.[Cl:23][CH2:24][Cl:25].[O:26]=[Mn:27]=[O:28]>>[CH3:1][c:2]1[c:3]([CH:9]=[O:10])[n:4][cH:5][c:6]([CH3:8])[cH:7]1. Starting materials: C(C1=CC=CC=C1)C=1OC2=C(C1C1=CC=C(C=C1)C1=CC=C(C=C1)O)C=CC=C2 (4′-(2-benzyl-benzofuran-3-yl)-biphenyl-4-ol), COC([C@@H](CCC1=CC=CC=C1)O)=O ((R)-(−)-2-hydroxy-4-phenylbutyric acid methyl ester). Yields the product C(C1=CC=CC=C1)C=1OC2=C(C1C1=CC=C(C=C1)C1=CC=C(C=C1)O[C@H](C(=O)O)CCC1=CC=CC=C1)C=CC=C2 ((2S)-2-[4′-(2-benzyl-benzofuran-3-yl)-biphenyl-4-yloxy]-4-phenyl-butyric acid). RXN SMILES: [CH2:1]([C:8]1[O:9][C:10]2[CH:29]=[CH:28][CH:27]=[CH:26][C:11]=2[C:12]=1[C:13]1[CH:18]=[CH:17][C:16]([C:19]2[CH:24]=[CH:23][C:22]([OH:25])=[CH:21][CH:20]=2)=[CH:15][CH:14]=1)[C:2]1[CH:7]=[CH:6][CH:5]=[CH:4][CH:3]=1.C[O:31][C:32](=[O:43])[C@H:33](O)[CH2:34][CH2:35][C:36]1[CH:41]=[CH:40][CH:39]=[CH:38][CH:37]=1>>[CH2:1]([C:8]1[O:9][C:10]2[CH:29]=[CH:28][CH:27]=[CH:26][C:11]=2[C:12]=1[C:13]1[CH:18]=[CH:17][C:16]([C:19]2[CH:24]=[CH:23][C:22]([O:25][C@@H:33]([CH2:34][CH2:35][C:36]3[CH:41]=[CH:40][CH:39]=[CH:38][CH:37]=3)[C:32]([OH:43])=[O:31])=[CH:21][CH:20]=2)=[CH:15][CH:14]=1)[C:2]1[CH:3]=[CH:4][CH:5]=[CH:6][CH:7]=1. Procedure: The title compound was prepared from 4′-(2-benzyl-benzofuran-3-yl)-biphenyl-4-ol, and (R)-(−)-2-hydroxy-4-phenylbutyric acid methyl ester, in substantially the same manner, as described in Example 1, steps g-h, and was obtained as a white solid, mp 152-154° C.; MS m/e 537 (M−H)+; Starting materials: NCC1=CC=CC(=N1)CO (6-aminomethypyridine-2-methanol), [Si](C)(C)(C(C)(C)C)Cl (tert-butyldimethylsilyl chloride), N1C=NC=C1 (imidazole), 1.5-M, [OH-].[Na+] (NaOH). Run in CN(C)C=O (DMF). Conditions: time 20 hour. The product is [Si](C)(C)(C(C)(C)C)OCC1=CC=CC(=N1)CN (6-(Tert-butyldimethylsilyloxymethyl)pyridine-2-methanamine). As a reaction SMILES: [NH2:1][CH2:2][C:3]1[N:8]=[C:7]([CH2:9][OH:10])[CH:6]=[CH:5][CH:4]=1.[Si:11](Cl)([C:14]([CH3:17])([CH3:16])[CH3:15])([CH3:13])[CH3:12].N1C=CN=C1.[OH-].[Na+]>CN(C=O)C>[Si:11]([O:10][CH2:9][C:7]1[N:8]=[C:3]([CH2:2][NH2:1])[CH:4]=[CH:5][CH:6]=1)([C:14]([CH3:17])([CH3:16])[CH3:15])([CH3:13])[CH3:12] |f:3.4|. Procedure details: A solution of 6-aminomethypyridine-2-methanol (5 g, 36.2 mmol) in anhydrous DMF (25 mL) at 0° C. was treated with tert-butyldimethylsilyl chloride (5.728 g, 38 mmol) and imidazole (2.584 g, 38 mmol), stirred at room temperature for 20 h, poured into 1.5-M aqueous NaOH (100 mL) and extracted with EtOAc (3×20 mL). The combined organic phase was washed with water (4×10 mL), brine (2×20 mL), dried (MgSO4) and concentrated in vacuo to give the title compound as a yellow oil; NMR δH (400 MHz, CDCl3) 0...